From a dataset of the Open Reaction Database (ORD), a public repository of structured organic reaction records. describe an organic reaction: reactants, conditions, products, and yield The reactants are CN(C)CCO, Clc1ccc2nccn2n1, [Na]. Product: CN(C)CCOc1ccc2nccn2n1. Reaction SMILES: [CH3:12][N:13]([CH2:14][CH2:15][OH:16])[CH3:17].[Cl:2][c:3]1[cH:4][cH:5][c:6]2[n:7]([n:8]1)[cH:9][cH:10][n:11]2.[Na:1]>>[c:3]1([O:16][CH2:15][CH2:14][N:13]([CH3:12])[CH3:17])[cH:4][cH:5][c:6]2[n:7]([n:8]1)[cH:9][cH:10][n:11]2. Reactants: C1(CCC1)C(=O)Cl (cyclobutylcarbonyl chloride), C1(=CC=CC=C1)[C@@H]1[C@H](C(N1)=O)O[Si](CC)(CC)CC ((3R,4R)-4-phenyl-3-triethylsilyloxy-azetidin-2-one). Yields the product C1(CCC1)C(=O)N1C([C@@H]([C@H]1C1=CC=CC=C1)O[Si](CC)(CC)CC)=O ((3R,4R)-1-Cyclobutylcarbonyl-4-phenyl-3-triethylsilyloxy-azetidin-2-one). Reaction SMILES: [CH:1]1([C:5](Cl)=[O:6])[CH2:4][CH2:3][CH2:2]1.[C:8]1([C@H:14]2[NH:17][C:16](=[O:18])[C@@H:15]2[O:19][Si:20]([CH2:25][CH3:26])([CH2:23][CH3:24])[CH2:21][CH3:22])[CH:13]=[CH:12][CH:11]=[CH:10][CH:9]=1>>[CH:1]1([C:5]([N:17]2[C@H:14]([C:8]3[CH:13]=[CH:12][CH:11]=[CH:10][CH:9]=3)[C@@H:15]([O:19][Si:20]([CH2:25][CH3:26])([CH2:23][CH3:24])[CH2:21][CH3:22])[C:16]2=[O:18])=[O:6])[CH2:4][CH2:3][CH2:2]1. Procedure details: By following the above procedure and using cyclobutylcarbonyl chloride, (3R,4R)-4-phenyl-3-triethylsilyloxy-azetidin-2-one was converted to the title product: 1H NMR (CDCl3) δ 0.18-0.61 (m, 15H), 1.66-2.22 (m, 6H), 3.61 (m, 1H), 4.89 (d, 1H, J=5.7 Hz), 4.94 (d, 1H, J=5.7 Hz), 7.03-7.18 (m, 5H). Reactants: ClC1=C(C=CC(=C1)Cl)CO[C@H]1[C@]([C@@H](O[C@@H]1COCC1=C(C=C(C=C1)Cl)Cl)N1N=C2C=3C(C=CC3C(NN=C2)=O)=C1)(O)C (2-[3,5-Bis-O-(2,4-dichlorophenylmethyl)-2-C-methyl-β-D-ribofuranosyl]-2,6-dihydro-7H-2,3,5,6-tetraazabenzo[cd]azulen-7-one), B(Cl)(Cl)Cl (boron trichloride). Solvent: C(Cl)Cl (CH2Cl2), C(Cl)Cl (CH2Cl2). Reaction conditions: temperature -78 celsius, time 2.5 hour. Yields the product C[C@@]1([C@@H](O[C@@H]([C@H]1O)CO)N1N=C2C=3C(C=CC3C(NN=C2)=O)=C1)O (2-(2-C-Methyl-β-D-ribofuranosyl)-2,6-dihydro-7H-2,3,5,6-tetraazabenzo[cd]azulen-7-one). The yield is 77.1%. RXN SMILES: ClC1C=C(Cl)C=CC=1C[O:10][C@@H:11]1[C@@H:15]([CH2:16][O:17]CC2C=CC(Cl)=CC=2Cl)[O:14][C@@H:13]([N:27]2[CH:40]=[C:31]3[CH:32]=[CH:33][C:34]4[C:35](=[O:39])[NH:36][N:37]=[CH:38][C:29]([C:30]=43)=[N:28]2)[C@:12]1([CH3:42])[OH:41].B(Cl)(Cl)Cl>C(Cl)Cl>[CH3:42][C@@:12]1([OH:41])[C@H:11]([OH:10])[C@@H:15]([CH2:16][OH:17])[O:14][C@H:13]1[N:27]1[CH:40]=[C:31]2[CH:32]=[CH:33][C:34]3[C:35](=[O:39])[NH:36][N:37]=[CH:38][C:29]([C:30]=32)=[N:28]1. Procedure details: To a solution of the compound 6.5 (0.71 g, 1.1 mmol) in 30 mL of anhydrous CH2Cl2 at −78° C. was added boron trichloride (1M solution in CH2Cl2, 11 mL, 11 mmol) dropwise. The mixture was stirred at −78° C. for 2.5 h, then at −30° C. to −20° C. for 3 hr. The reaction was quenched by addition of methanolic/CH2Cl2 (1:1) (5 mL) and the resulting mixture stirred at −15° C. for 30 min., then neutralized with aqueous ammonia at 0° C. and stirred at room temperature for 15 min. The solid was filtered an... The reactants are Cc1nc(N2CCN(c3ccccc3)C2=O)sc1C(=O)O, CN1CCOCC1, CC(C)COC(=O)Cl, NCc1ccccc1, C1CCOC1. Yields the product Cc1nc(N2CCN(c3ccccc3)C2=O)sc1C(=O)NCc1ccccc1. Reaction SMILES: [CH3:1][c:2]1[n:3][c:4]([N:10]2[C:11](=[O:21])[N:12]([c:15]3[cH:16][cH:17][cH:18][cH:19][cH:20]3)[CH2:13][CH2:14]2)[s:5][c:6]1[C:7](=[O:8])[OH:9].[CH3:22][N:23]1[CH2:24][CH2:25][O:26][CH2:27][CH2:28]1.[Cl:29][C:30]([O:31][CH2:32][CH:33]([CH3:34])[CH3:35])=[O:36].[NH2:37][CH2:38][c:39]1[cH:40][cH:41][cH:42][cH:43][cH:44]1.[O:45]1[CH2:46][CH2:47][CH2:48][CH2:49]1>>[CH3:1][c:2]1[n:3][c:4]([N:10]2[C:11](=[O:21])[N:12]([c:15]3[cH:16][cH:17][cH:18][cH:19][cH:20]3)[CH2:13][CH2:14]2)[s:5][c:6]1[C:7](=[O:9])[NH:37][CH2:38][c:39]1[cH:40][cH:41][cH:42][cH:43][cH:44]1.